This data is from the Open Reaction Database (ORD), a public repository of structured organic reaction records. The task is: describe an organic reaction: reactants, conditions, products, and yield Reactants: N1CCNCCC1 (homopiperazine), ICCO (iodoethyl alcohol). The solvent is C1CCOC1 (THF). Yields the product OCCN1CCNCCC1 (1-(2-hydroxyethyl)homo-piperazine). RXN SMILES: [NH:1]1[CH2:7][CH2:6][CH2:5][NH:4][CH2:3][CH2:2]1.I[CH2:9][CH2:10][OH:11]>C1COCC1>[OH:11][CH2:10][CH2:9][N:1]1[CH2:7][CH2:6][CH2:5][NH:4][CH2:3][CH2:2]1. Reported procedure: A 2.329 g portion of homopiperazine dissolved in 10 ml of THF was mixed with 830 mg of iodoethyl alcohol to carry out 24 hours of reaction at room temperature. The reaction mixture was concentrated under a reduced pressure, and the resulting residue was purified by Sephadex LH-20 (Pharmacia) (chloroform:methanol=1:1) and Diaion HP-20 (Mitsubishi Chemicals) to obtain 305 mg of 1-(2-hydroxyethyl)homo-piperazine. Next, Under cooling with ice, 150 mg of 1-(2-hydroxyethyl)homopiperazine and 159 mg of... The reactants are COC1=CC=C(C=C1)C(O[C@H]1CN(C[C@@H]1OS(=O)(=O)C)C(=O)OC(C)(C)C)(C1=CC=CC=C1)C1=CC=C(C=C1)OC ((3S,4S)-tert-butyl 3-(bis(4-methoxyphenyl)(phenyl)methoxy)-4-(methylsulfonyloxy)pyrrolidine-1-carboxylate), [N-]=[N+]=[N-].[Na+] (sodium azide), O (water). Run in CS(=O)C (DMSO). Reaction conditions: temperature 100 celsius. The product is N(=[N+]=[N-])[C@@H]1CN(C[C@@H]1OC(C1=CC=CC=C1)(C1=CC=C(C=C1)OC)C1=CC=C(C=C1)OC)C(=O)OC(C)(C)C ((3R,4S)-tert-butyl 3-azido-4-(bis(4-methoxyphenyl)(phenyl)methoxy)pyrrolidine-1-carboxylate). The yield is 92.7%. Reaction SMILES: [CH3:1][O:2][C:3]1[CH:8]=[CH:7][C:6]([C:9]([C:34]2[CH:39]=[CH:38][C:37]([O:40][CH3:41])=[CH:36][CH:35]=2)([C:28]2[CH:33]=[CH:32][CH:31]=[CH:30][CH:29]=2)[O:10][C@@H:11]2[C@@H:15](OS(C)(=O)=O)[CH2:14][N:13]([C:21]([O:23][C:24]([CH3:27])([CH3:26])[CH3:25])=[O:22])[CH2:12]2)=[CH:5][CH:4]=1.[N-:42]=[N+:43]=[N-:44].[Na+].O>CS(C)=O>[N:42]([C@H:15]1[C@@H:11]([O:10][C:9]([C:6]2[CH:5]=[CH:4][C:3]([O:2][CH3:1])=[CH:8][CH:7]=2)([C:34]2[CH:39]=[CH:38][C:37]([O:40][CH3:41])=[CH:36][CH:35]=2)[C:28]2[CH:29]=[CH:30][CH:31]=[CH:32][CH:33]=2)[CH2:12][N:13]([C:21]([O:23][C:24]([CH3:27])([CH3:26])[CH3:25])=[O:22])[CH2:14]1)=[N+:43]=[N-:44] |f:1.2|. Procedure details: To a solution of (3S,4S)-tert-butyl 3-(bis(4-methoxyphenyl)(phenyl)methoxy)-4-(methylsulfonyloxy)pyrrolidine-1-carboxylate (4.0 g, 6.85 mmol) in anhydrous DMSO (70 mL) was added sodium azide (1.78 g, 27.4 mmol). The resulting mixture was heated at 100° C. for 18 hours. The solution was cooled to ambient temperature, poured into water (150 mL) and the solid which separated was collected by filtration and washed with water and dried to afford (3R,4S)-tert-butyl 3-azido-4-(bis(4-methoxyphenyl)(phen... Yield: 91.0%. Solvent: CCOCC (ether), CN(C)C=O (DMF). Starting materials: C([O-])([O-])=O.[K+].[K+] (potassium carbonate), C(C)OC(=O)C1N(CCNC1)S(=O)(=O)C1=CC=C(C=C1)F (1-(4-Fluoro-benzenesulfonyl)-piperazine-2-carboxylic acid ethyl ester), IC (iodomethane). As a reaction SMILES: [CH2:1]([O:3][C:4]([CH:6]1[CH2:11][NH:10][CH2:9][CH2:8][N:7]1[S:12]([C:15]1[CH:20]=[CH:19][C:18]([F:21])=[CH:17][CH:16]=1)(=[O:14])=[O:13])=[O:5])[CH3:2].[C:22](=O)([O-])[O-].[K+].[K+].IC>CN(C=O)C.CCOCC>[CH2:1]([O:3][C:4]([CH:6]1[CH2:11][N:10]([CH3:22])[CH2:9][CH2:8][N:7]1[S:12]([C:15]1[CH:16]=[CH:17][C:18]([F:21])=[CH:19][CH:20]=1)(=[O:13])=[O:14])=[O:5])[CH3:2] |f:1.2.3|. Reported procedure: To a solution of 0.469 g (1.484 mmol) of the product of Example 52 dissolved in 10 mL of DMF was added 0.614 g (4.452 mmol) of potassium carbonate followed by 0.092 mL (1.484 mmol) of iodomethane and the resulting mixture was stirred at room temperature for 3 h. The reaction mixture was then diluted with ether and washed with water. The organics were dried over Na2SO4, filtered and concentrated in vacuo to provide 0.446 g (91%) of the N-methyl amine as a colorless oil. Electrospray Mass Spec: 33... Run at time 3 hour. The product is C(C)OC(=O)C1N(CCN(C1)C)S(=O)(=O)C1=CC=C(C=C1)F (1-(4-Fluoro-benzenesulfonyl)-4-methyl-piperazine-2-carboxylic acid ethyl ester). Reactants: [Si](C)(C)(C(C)(C)C)O[C@H](C(=O)C1=C(C(=CC=C1)C(F)(F)F)F)C ((S)-2-(tert-butyldimethylsilyloxy)-1-(2-fluoro-3-(trifluoromethyl)phenyl)propan-1-one), CCOCC (Et2O). The reagents and catalysts are [BH4-].[Zn+2].[BH4-] (zinc borohydride). Solvent: O (Water). Run at time 2 hour. The product is [Si](C)(C)(C(C)(C)C)O[C@H]([C@H](O)C1=C(C(=CC=C1)C(F)(F)F)F)C ((1R,2S)-2-(tert-butyldimethylsilyloxy)-1-(2-fluoro-3-(trifluoromethyl)phenyl)propan-1-ol). As a reaction SMILES: [Si:1]([O:8][C@@H:9]([CH3:23])[C:10]([C:12]1[CH:17]=[CH:16][CH:15]=[C:14]([C:18]([F:21])([F:20])[F:19])[C:13]=1[F:22])=[O:11])([C:4]([CH3:7])([CH3:6])[CH3:5])([CH3:3])[CH3:2].CCOCC>[BH4-].[Zn+2].[BH4-].O>[Si:1]([O:8][C@@H:9]([CH3:23])[C@@H:10]([C:12]1[CH:17]=[CH:16][CH:15]=[C:14]([C:18]([F:19])([F:21])[F:20])[C:13]=1[F:22])[OH:11])([C:4]([CH3:7])([CH3:6])[CH3:5])([CH3:3])[CH3:2] |f:2.3.4|. Procedure: To a solution of 112 (1.374 g, 3.921 mmol) and Et2O (20 mL) cooled to 0° C. was added a solution of zinc borohydride (8.46 mL, 1.176 mmol) was added and the reaction was stirred for 2 h. Water was added slowly and the mixture was extracted with ether. The organic layer was washed with water and brine then dried, filtered, and concentrated to afford (1R,2S)-2-(tert-butyldimethylsilyloxy)-1-(2-fluoro-3-(trifluoromethyl)phenyl)propan-1-ol (114) which was used without additional purification.